Dataset: the Open Reaction Database (ORD), a public repository of structured organic reaction records. Task: describe an organic reaction: reactants, conditions, products, and yield The reactants are NC=1SC(=NN1)S (2-amino-5-mercapto-1,3,4-thiadiazole), [OH-].[Na+] (sodium hydroxide), ICCCCCCC (1-iodoheptane). Run in O (water), C(C)O (ethanol), O (water). Conditions: temperature 60 celsius, time 2 hour. Product: NC=1SC(=NN1)SCCCCCCC (2-amino-5-heptylthio-1,3,4-thiadiazole). Yield: 78.0%. Reaction SMILES: [NH2:1][C:2]1[S:3][C:4]([SH:7])=[N:5][N:6]=1.[OH-].[Na+].I[CH2:11][CH2:12][CH2:13][CH2:14][CH2:15][CH2:16][CH3:17]>O.C(O)C>[NH2:1][C:2]1[S:3][C:4]([S:7][CH2:11][CH2:12][CH2:13][CH2:14][CH2:15][CH2:16][CH3:17])=[N:5][N:6]=1 |f:1.2|. Procedure: In 32 ml of water and 32 ml of ethanol, 27.2 g of 2-amino-5-mercapto-1,3,4-thiadiazole and 9.0 g of sodium hydroxide were added. To this solution, 45.2 g of 1-iodoheptane was added, and the mixture was stirred at 60° C. for 2 hours. After cooling, water was added to the mixture and the mixture was filtered. The residue was washed with water, dried under reduced pressure, and recrystallized from an ethanol/n-hexane (1:1) mixture. Thus 36.1 g of 2-amino-5-heptylthio-1,3,4-thiadiazole was obtained.... The reactants are S(=O)(Cl)Cl (thionyl chloride), OC1=C(C(=O)O)C=CC(=C1)O (2,4-dihydroxybenzoic acid), C1(=CC=CC=C1)O (phenol), C1(=CC=CC=C1)C (toluene). Run in CN(C=O)C (dimethylformamide). The product is OC1=C(C(=O)OC2=CC=CC=C2)C=CC(=C1)O (phenyl 2,4-dihydroxybenzoate). Yield: 54.5%. Reaction SMILES: [OH:1][C:2]1[CH:10]=[C:9]([OH:11])[CH:8]=[CH:7][C:3]=1[C:4]([OH:6])=[O:5].[C:12]1(O)[CH:17]=[CH:16][CH:15]=[CH:14][CH:13]=1.C1(C)C=CC=CC=1.S(Cl)(Cl)=O>CN(C)C=O>[OH:1][C:2]1[CH:10]=[C:9]([OH:11])[CH:8]=[CH:7][C:3]=1[C:4]([O:6][C:12]1[CH:17]=[CH:16][CH:15]=[CH:14][CH:13]=1)=[O:5]. Procedure: A 1.5 l sulfonating flask equipped with stirrer, condenser, dropping funnel and gas outlet is charged with 154.1 g (1.0 mol) of 2,4-dihydroxybenzoic acid, 141.2 g (1.5 mol) of phenol, 500 ml of toluene and 1 ml of dimethylformamide. 178.5 g (1.5 mol) of thionyl chloride are then added dropwise at an internal temperature of 100°-105° C. over a period of 2.5 hours. The reddish clear solution is then refluxed overnight (110°-15° C.). The toluene and the phenol are distilled off in vacuo, the highly...